From a dataset of the Open Reaction Database (ORD), a public repository of structured organic reaction records. describe an organic reaction: reactants, conditions, products, and yield Starting materials: C(C)(C)(C)OC=1C=C(C=C(C1)F)N (3-tert-Butoxy-5-fluoro-phenyl-amine), C(=S)(Cl)Cl (Thiophosgene), C(=O)([O-])[O-].[K+].[K+] (K2CO3). Run in C(Cl)(Cl)Cl (CHCl3), C(Cl)(Cl)Cl (CHCl3), O (H2O). Product: C(C)(C)(C)OC1=CC(=CC(=C1)N=C=S)F (1-tert-Butoxy-3-fluoro-5-isothiocyanatobenzene), ClCCl.CCCC(C)C (dichloromethane iso-hexane). As a reaction SMILES: [C:1]([Cl:4])([Cl:3])=[S:2].[C:5]([O-])([O-])=O.[K+].[K+].[C:11]([O:15][C:16]1[CH:17]=[C:18]([NH2:23])[CH:19]=[C:20]([F:22])[CH:21]=1)([CH3:14])([CH3:13])[CH3:12]>C(Cl)(Cl)Cl.O>[C:11]([O:15][C:16]1[CH:17]=[C:18]([N:23]=[C:1]=[S:2])[CH:19]=[C:20]([F:22])[CH:21]=1)([CH3:14])([CH3:12])[CH3:13].[Cl:3][CH2:1][Cl:4].[CH3:21][CH2:20][CH2:19][CH:18]([CH3:17])[CH3:5] |f:1.2.3,8.9|. Reported procedure: Thiophosgene (33.6 g) in CHCl3 (250 ml) and K2CO3 (64.7 g) in H2O (450 ml) are added, separately and simultaneously, drop wise to a solution of 3-tert-Butoxy-5-fluoro-phenyl-amine (42.9 g) in CHCl3 (350 ml) at 0° C. The reaction mixture is warmed to room temperature over night. The organics are separated and washed with water (3×), brine (1×), dried over MgSO4, filtered and the solvent removed in vacuo. The title compound is obtained by flash column chromatography (silica, eluent dichloromethane... Reactants: [Al+3], C1CCOC1, CCCn1ncc(C(=O)OC)n1, [H-], [H-], [H-], [H-], [Li+], [Na+], [Na+], O=S([O-])([O-])=S. The product is CCCn1ncc(CO)n1. Reaction SMILES: [Al+3:3].[CH2:26]1[O:27][CH2:28][CH2:29][CH2:30]1.[CH2:7]([CH2:8][CH3:9])[n:10]1[n:11][cH:12][c:13]([C:15](=[O:16])[O:17][CH3:18])[n:14]1.[H-:1].[H-:4].[H-:5].[H-:6].[Li+:2].[Na+:24].[Na+:25].[S:19]([O-:20])([O-:21])(=[O:22])=[S:23]>>[CH2:7]([CH2:8][CH3:9])[n:10]1[n:11][cH:12][c:13]([CH2:15][OH:16])[n:14]1.